This data is from the Open Reaction Database (ORD), a public repository of structured organic reaction records. The task is: describe an organic reaction: reactants, conditions, products, and yield Reaction SMILES: [CH3:1][CH:2]1[C:3](=[O:21])[NH:4][N:5]=[C:6]([c:8]2[cH:9][c:10]([N+:18]([O-:19])=[O:20])[c:11]([NH:14][C:15](=[O:16])[CH3:17])[cH:12][cH:13]2)[CH2:7]1.[CH3:22][C:23](=[O:24])[OH:25].[CH3:26][CH2:27][OH:28]>>[CH3:1][CH:2]1[C:3](=[O:21])[NH:4][N:5]=[C:6]([c:8]2[cH:9][c:10]([NH2:18])[c:11]([NH:14][C:15](=[O:16])[CH3:17])[cH:12][cH:13]2)[CH2:7]1. The product is CC(=O)Nc1ccc(C2=NNC(=O)C(C)C2)cc1N. Starting materials: CC(=O)Nc1ccc(C2=NNC(=O)C(C)C2)cc1[N+](=O)[O-], CC(=O)O, CCO.